From a dataset of the Open Reaction Database (ORD), a public repository of structured organic reaction records. describe an organic reaction: reactants, conditions, products, and yield Reaction SMILES: [CH2:1]([CH3:2])[c:3]1[c:4]([O:16][CH3:17])[n:5][c:6]([CH3:15])[c:7](-[c:9]2[o:10][c:11]([CH3:14])[n:12][n:13]2)[cH:8]1.[CH3:25][C:26]#[N:27].[Cl:20][Si:21]([CH3:22])([CH3:23])[CH3:24].[I-:19].[Na+:18]>>[CH2:1]([CH3:2])[c:3]1[c:4](=[O:16])[nH:5][c:6]([CH3:15])[c:7](-[c:9]2[o:10][c:11]([CH3:14])[n:12][n:13]2)[cH:8]1. Product: CCc1cc(-c2nnc(C)o2)c(C)[nH]c1=O. The reactants are CCc1cc(-c2nnc(C)o2)c(C)nc1OC, CC#N, C[Si](C)(C)Cl, [I-], [Na+]. Reactants: ClCCOC1=C(C=C2C(=C(C=NC2=C1)C#N)NC1=CC=C2C=NNC2=C1)OC (7-(2-chloro-ethoxy)-4-(1H-indazol-6-ylamino)-6-methoxy- quinoline-3-carbonitrile), product, O1C(OCC1)CNC ([1,3]-dioxolan-2-ylmethyl-methylamine), [I-].[Na+] (sodium iodide). Solvent: COCCOC (DME). Run at temperature 135 celsius. Yields the product O1C(OCC1)CN(CCOC1=C(C=C2C(=C(C=NC2=C1)C#N)NC1=CC=C2C=NNC2=C1)OC)C (7-[2-([1,3]Dioxolan-2-ylmethyl-methyl-amino)-ethoxy]-4-(1H-indazol-6-ylamino)-6-methoxy-quinoline-3-carbonitrile). Reaction SMILES: Cl[CH2:2][CH2:3][O:4][C:5]1[CH:14]=[C:13]2[C:8]([C:9]([NH:17][C:18]3[CH:26]=[C:25]4[C:21]([CH:22]=[N:23][NH:24]4)=[CH:20][CH:19]=3)=[C:10]([C:15]#[N:16])[CH:11]=[N:12]2)=[CH:7][C:6]=1[O:27][CH3:28].[O:29]1[CH2:33][CH2:32][O:31][CH:30]1[CH2:34][NH:35][CH3:36].[I-].[Na+]>COCCOC>[O:29]1[CH2:33][CH2:32][O:31][CH:30]1[CH2:34][N:35]([CH3:36])[CH2:2][CH2:3][O:4][C:5]1[CH:14]=[C:13]2[C:8]([C:9]([NH:17][C:18]3[CH:26]=[C:25]4[C:21]([CH:22]=[N:23][NH:24]4)=[CH:20][CH:19]=3)=[C:10]([C:15]#[N:16])[CH:11]=[N:12]2)=[CH:7][C:6]=1[O:27][CH3:28] |f:2.3|. Procedure details: Using an analogous procedure to that described in Example 157, 173.0 mg (0.44 mmol) of the 7-(2-chloro-ethoxy)-4-(1H-indazol-6-ylamino)-6-methoxy- quinoline-3-carbonitrile, 515.5 mg (4.4 mmol) of 2-([1,3]-dioxolan-2-ylmethyl-methylamine and 66.0 mg (0.44 mmol) of sodium iodide in 4 mL of DME was heated at 135° C. for 16 hr. The work up gave 136.1 mg (65.2%) of the product as a yellow solid, m.p. 185-187° C., mass (electrospray, m/e): M+H 475.1 Reported procedure: The title compound 30b was prepared from 3-ethoxybenzaldehyde (87 μL, 0.62 mmol) and compound 29 (250 mg, 0.62 mmol) and piperidine (7.0 μL, 0.062 mmol) in a manner similar to that described for 30a in 20.4% (50 mg) yield as a white solid. The reactants are NCCN1C(S\C(\C1=O)=C/C1=CC=CC=C1)=O ((Z)-3-(2-aminoethyl)-5-benzylidenethiazolidine-2,4-dione), C(C)OC=1C=C(C=O)C=CC1 (3-ethoxybenzaldehyde), C(C1=CC=CC=C1)(C1=CC=CC=C1)(C1=CC=CC=C1)NCCN1C(SCC1=O)=O (3-(2-(tritylamino)ethyl)thiazolidine-2,4-dione), N1CCCCC1 (piperidine). The product is NCCN1C(S\C(\C1=O)=C/C1=CC(=CC=C1)OCC)=O ((Z)-3-(2-aminoethyl)-5-(3-ethoxybenzylidene)thiazolidine-2,4-dione). RXN SMILES: [CH2:1]([O:3][C:4]1[CH:5]=[C:6]([CH:9]=[CH:10][CH:11]=1)[CH:7]=O)[CH3:2].C([NH:31][CH2:32][CH2:33][N:34]1[C:38](=[O:39])[CH2:37][S:36][C:35]1=[O:40])(C1C=CC=CC=1)(C1C=CC=CC=1)C1C=CC=CC=1.N1CCCCC1.NCCN1C(=O)/C(=C/C2C=CC=CC=2)/SC1=O>>[NH2:31][CH2:32][CH2:33][N:34]1[C:38](=[O:39])/[C:37](=[CH:7]/[C:6]2[CH:9]=[CH:10][CH:11]=[C:4]([O:3][CH2:1][CH3:2])[CH:5]=2)/[S:36][C:35]1=[O:40]. The reactants are O (Water), OC1(CC=CC=2CCCCC12)C#N (4-Hydroxy-5,6,7,8-tetrahydro-4-naphthonitrile), C(C)(C)Br (isopropyl bromide), [H-].[Na+] (sodium hydride). Run in CN(C=O)C (dimethyl formamide). The product is C(C)(C)OC1(CC=CC=2CCCCC12)C#N (4Isopropyloxy-5,6,7,8-tetrahydro-4-naphthonitrile). RXN SMILES: [OH:1][C:2]1([C:12]#[N:13])[C:11]2[CH2:10][CH2:9][CH2:8][CH2:7][C:6]=2[CH:5]=[CH:4][CH2:3]1.[CH:14](Br)([CH3:16])[CH3:15].[H-].[Na+].O>CN(C)C=O>[CH:14]([O:1][C:2]1([C:12]#[N:13])[C:11]2[CH2:10][CH2:9][CH2:8][CH2:7][C:6]=2[CH:5]=[CH:4][CH2:3]1)([CH3:16])[CH3:15] |f:2.3|. Procedure details: 4-Hydroxy-5,6,7,8-tetrahydro-4-naphthonitrile (1.73 g, 10 mm), isopropyl bromide (0.78 g, 10 mM), and sodium hydride (0.24 g, 10 mM) in dimethyl formamide were stirred for 3 hours. Water was added and the mixture was extracted with ether. The ether was dried and evaporated to give the isopropyl ether (7). Reactants: COCCOC, CS(=O)(=O)c1nc(N)nc(-c2ccco2)c1C#N, O=C(c1ccccc1)N1CCNCC1. Yields the product N#Cc1c(-c2ccco2)nc(N)nc1N1CCN(C(=O)c2ccccc2)CC1. RXN SMILES: [CH3:33][O:34][CH2:35][CH2:36][O:37][CH3:38].[NH2:1][c:2]1[n:3][c:4]([S:15]([CH3:16])(=[O:17])=[O:18])[c:5]([C:13]#[N:14])[c:6](-[c:8]2[o:9][cH:10][cH:11][cH:12]2)[n:7]1.[c:19]1([C:25](=[O:26])[N:27]2[CH2:28][CH2:29][NH:30][CH2:31][CH2:32]2)[cH:20][cH:21][cH:22][cH:23][cH:24]1>>[NH2:1][c:2]1[n:3][c:4]([N:30]2[CH2:29][CH2:28][N:27]([C:25]([c:19]3[cH:20][cH:21][cH:22][cH:23][cH:24]3)=[O:26])[CH2:32][CH2:31]2)[c:5]([C:13]#[N:14])[c:6](-[c:8]2[o:9][cH:10][cH:11][cH:12]2)[n:7]1. The reactants are CO, COC(=O)c1ccc(N)cc1OC, Cl, [K+], NO, [OH-]. Product: COc1cc(N)ccc1C(=O)NO. As a reaction SMILES: [CH3:19][OH:20].[CH3:1][O:2][c:3]1[c:4]([C:5](=[O:6])[O:7][CH3:8])[cH:9][cH:10][c:11]([NH2:13])[cH:12]1.[ClH:14].[K+:18].[NH2:15][OH:16].[OH-:17]>>[CH3:1][O:2][c:3]1[c:4]([C:5](=[O:6])[NH:15][OH:16])[cH:9][cH:10][c:11]([NH2:13])[cH:12]1.